This data is from the Open Reaction Database (ORD), a public repository of structured organic reaction records. The task is: describe an organic reaction: reactants, conditions, products, and yield The reactants are C(C)(=O)O (acetic acid), C(#N)C(CCC1CCC2(OCCO2)CC1)(CCC(F)(F)F)C#N (8-(3,3-dicyano-6,6,6-trifluorohexyl)-1,4-dioxaspiro[4.5]decane). Run in O (water). Run at temperature 50 celsius, time 8 hour. Yields the product C(#N)C(CCC1CCC(CC1)=O)(CCC(F)(F)F)C#N (4-(3,3-dicyano-6,6,6-trifluorohexyl)cyclohexanone). Isolated yield 85.4%. Reaction SMILES: C(O)(=O)C.[C:5]([C:7]([C:26]#[N:27])([CH2:20][CH2:21][C:22]([F:25])([F:24])[F:23])[CH2:8][CH2:9][CH:10]1[CH2:19][CH2:18][C:13]2(OCC[O:14]2)[CH2:12][CH2:11]1)#[N:6]>O>[C:5]([C:7]([C:26]#[N:27])([CH2:20][CH2:21][C:22]([F:25])([F:24])[F:23])[CH2:8][CH2:9][CH:10]1[CH2:11][CH2:12][C:13](=[O:14])[CH2:18][CH2:19]1)#[N:6]. Procedure details: To 20 mL of a 50% aqueous acetic acid solution, 1.85 g of 8-(3,3-dicyano-6,6,6-trifluorohexyl)-1,4-dioxaspiro[4.5]decane was added, followed by stirring at 50° C. for 8 hours under a nitrogen atmosphere. To the reaction mixture was added 100 mL of water, followed by extraction twice with 100 mL of ethyl acetate. The combined organic layer was washed sequentially with 100 mL of a saturated aqueous sodium hydrogen carbonate solution and 100 mL of a saturated aqueous sodium chloride solution, dried... The reactants are COCCN(C)c1cc(NC(=O)OC(C)(C)C)c(NC(=O)CC(=O)c2ccnc(-c3cc(C)no3)c2)cc1Cl, ClCCl, O=C(O)C(F)(F)F. Product: COCCN(C)c1cc2c(cc1Cl)NC(=O)CC(c1ccnc(-c3cc(C)no3)c1)=N2. As a reaction SMILES: [C:1]([O:2][C:3](=[O:4])[NH:7][c:8]1[c:9]([NH:21][C:22]([CH2:23][C:24](=[O:5])[c:26]2[cH:27][c:28](-[c:32]3[cH:33][c:34]([CH3:37])[n:35][o:36]3)[n:29][cH:30][cH:31]2)=[O:38])[cH:10][c:11]([Cl:20])[c:12]([N:14]([CH3:15])[CH2:16][CH2:17][O:18][CH3:19])[cH:13]1)([CH3:6])([CH3:25])[CH3:39].[Cl:47][CH2:48][Cl:49].[F:40][C:41]([F:42])([F:43])[C:44]([OH:45])=[O:46]>>[N:7]1=[C:24]([c:26]2[cH:27][c:28](-[c:32]3[cH:33][c:34]([CH3:37])[n:35][o:36]3)[n:29][cH:30][cH:31]2)[CH2:23][C:22](=[O:38])[NH:21][c:9]2[c:8]1[cH:13][c:12]([N:14]([CH3:15])[CH2:16][CH2:17][O:18][CH3:19])[c:11]([Cl:20])[cH:10]2. Reactants: CNCCC#N, Cc1ccccc1, CCOC(=O)c1cc2cc(F)c(F)cc2nc1Cl, [Na+], [Na+], O=C([O-])[O-]. As a reaction SMILES: [CH3:19][NH:20][CH2:21][CH2:22][C:23]#[N:24].[CH3:31][c:32]1[cH:33][cH:34][cH:35][cH:36][cH:37]1.[Cl:1][c:2]1[n:3][c:4]2[cH:5][c:6]([F:18])[c:7]([F:17])[cH:8][c:9]2[cH:10][c:11]1[C:12](=[O:13])[O:14][CH2:15][CH3:16].[Na+:25].[Na+:26].[O-:27][C:28](=[O:29])[O-:30]>>[c:2]1([N:20]([CH3:19])[CH2:21][CH2:22][C:23]#[N:24])[n:3][c:4]2[cH:5][c:6]([F:18])[c:7]([F:17])[cH:8][c:9]2[cH:10][c:11]1[C:12](=[O:13])[O:14][CH2:15][CH3:16]. Product: CCOC(=O)c1cc2cc(F)c(F)cc2nc1N(C)CCC#N. Starting materials: [BH3-]C#N, CC(=O)O[BH-](OC(C)=O)OC(C)=O, CC(=O)O, CO, CC=O, CCOC(=O)c1ccc(N2CCCNCC2)cc1, [Na+], [Na+], C1CCOC1. Product: CCOC(=O)c1ccc(N2CCCN(CC)CC2)cc1. Reaction SMILES: [C:26]([BH3-:27])#[N:28].[C:30]([O:31][BH-:32]([O:33][C:34](=[O:35])[CH3:36])[O:37][C:38](=[O:39])[CH3:40])(=[O:41])[CH3:42].[CH3:22][C:23](=[O:24])[OH:25].[CH3:49][OH:50].[CH:19]([CH3:20])=[O:21].[N:1]1([c:8]2[cH:9][cH:10][c:11]([C:12](=[O:13])[O:14][CH2:15][CH3:16])[cH:17][cH:18]2)[CH2:2][CH2:3][NH:4][CH2:5][CH2:6][CH2:7]1.[Na+:29].[Na+:43].[O:44]1[CH2:45][CH2:46][CH2:47][CH2:48]1>>[N:1]1([c:8]2[cH:9][cH:10][c:11]([C:12](=[O:13])[O:14][CH2:15][CH3:16])[cH:17][cH:18]2)[CH2:2][CH2:3][N:4]([CH2:19][CH3:20])[CH2:5][CH2:6][CH2:7]1. Starting materials: CC(C)=CCCC(C)CC(=O)O, ClC(Cl)Cl. Product: CC(C)=CCCC(C)=CC(=O)O. Reaction SMILES: [CH3:1][CH:2]([CH2:3][C:4](=[O:5])[OH:6])[CH2:7][CH2:8][CH:9]=[C:10]([CH3:11])[CH3:12].[Cl:13][CH:14]([Cl:15])[Cl:16]>>[CH3:1][C:2](=[CH:3][C:4](=[O:5])[OH:6])[CH2:7][CH2:8][CH:9]=[C:10]([CH3:11])[CH3:12].